Dataset: the Open Reaction Database (ORD), a public repository of structured organic reaction records. Task: describe an organic reaction: reactants, conditions, products, and yield Reactants: CC(=O)O, CO, O=CC1CC1, Nc1ccccc1N. The product is Nc1ccccc1NCC1CC1. RXN SMILES: [CH3:14][C:15](=[O:16])[OH:17].[CH3:18][OH:19].[CH:9]1([CH:12]=[O:13])[CH2:10][CH2:11]1.[NH2:1][c:2]1[cH:3][cH:4][cH:5][cH:6][c:7]1[NH2:8]>>[NH:1]([c:2]1[cH:3][cH:4][cH:5][cH:6][c:7]1[NH2:8])[CH2:12][CH:9]1[CH2:10][CH2:11]1. Starting materials: COC(=O)c1ccc(CBr)c(Cl)c1, O=C([O-])[O-], Cc1cnc(C(O)(C(C)c2ccc(O)cc2Cl)C(F)(F)F)cn1, [K+], [K+]. Product: COC(=O)c1ccc(COc2ccc(C(C)C(O)(c3cnc(C)cn3)C(F)(F)F)c(Cl)c2)c(Cl)c1. As a reaction SMILES: [Br:24][CH2:25][c:26]1[c:27]([Cl:36])[cH:28][c:29]([C:30](=[O:31])[O:32][CH3:33])[cH:34][cH:35]1.[C:37](=[O:38])([O-:39])[O-:40].[Cl:1][c:2]1[cH:3][c:4]([OH:23])[cH:5][cH:6][c:7]1[CH:8]([C:9]([C:10]([F:11])([F:12])[F:13])([c:14]1[n:15][cH:16][c:17]([CH3:20])[n:18][cH:19]1)[OH:21])[CH3:22].[K+:41].[K+:42]>>[Cl:1][c:2]1[cH:3][c:4]([O:23][CH2:25][c:26]2[c:27]([Cl:36])[cH:28][c:29]([C:30](=[O:31])[O:32][CH3:33])[cH:34][cH:35]2)[cH:5][cH:6][c:7]1[CH:8]([C:9]([C:10]([F:11])([F:12])[F:13])([c:14]1[n:15][cH:16][c:17]([CH3:20])[n:18][cH:19]1)[OH:21])[CH3:22]. Starting materials: ClC=1C=C(C=CC1OCOC)N1CCN(CC1)CCC1=CC=CC=C1 (1-(3-chloro-4-methoxymethoxyphenyl)-4-phenethylpiperazine), ClC=1C=C(C=CC1OCOC)N1CCN(CC1)CC(=O)C1=CC=CC=C1 (2-[4-(3-chloro-4-methoxymethoxyphenyl)piperazin-1-yl]-1-phenylethan-1-one). The product is ClC=1C=C(C=CC1O)N1CCN(CC1)CC(=O)C1=CC=CC=C1 (2-[4-(3-chloro-4-hydroxyphenyl)piperazin-1-yl]-1-phenylethan-1-one). Procedure: Production Example 28 was repeated except that 1-(3-chloro-4-methoxymethoxyphenyl)-4-phenethylpiperazine was replaced with 2-[4-(3-chloro-4-methoxymethoxyphenyl)piperazin-1-yl]-1-phenylethan-1-one (221 mg). Thus obtained crude product was purified on TLC (developer, chloroform: acetone=6:1) to provide 2-[4-(3-chloro-4-hydroxyphenyl)piperazin-1-yl]-1-phenylethan-1-one (26 mg). The yield is 13.3%. As a reaction SMILES: ClC1C=C(N2CCN(CCC3C=CC=CC=3)CC2)C=CC=1OCOC.[Cl:26][C:27]1[CH:28]=[C:29]([N:37]2[CH2:42][CH2:41][N:40]([CH2:43][C:44]([C:46]3[CH:51]=[CH:50][CH:49]=[CH:48][CH:47]=3)=[O:45])[CH2:39][CH2:38]2)[CH:30]=[CH:31][C:32]=1[O:33]COC>>[Cl:26][C:27]1[CH:28]=[C:29]([N:37]2[CH2:38][CH2:39][N:40]([CH2:43][C:44]([C:46]3[CH:47]=[CH:48][CH:49]=[CH:50][CH:51]=3)=[O:45])[CH2:41][CH2:42]2)[CH:30]=[CH:31][C:32]=1[OH:33].